From a dataset of the Open Reaction Database (ORD), a public repository of structured organic reaction records. describe an organic reaction: reactants, conditions, products, and yield Reactants: C#CCCO, CCCCCC, C1=COCCC1. The product is C#CCCOC1CCCCO1. Reaction SMILES: [CH2:1]([CH2:2][C:3]#[CH:4])[OH:5].[CH3:12][CH2:13][CH2:14][CH2:15][CH2:16][CH3:17].[O:6]1[CH2:7][CH2:8][CH2:9][CH:10]=[CH:11]1>>[CH2:1]([CH2:2][C:3]#[CH:4])[O:5][CH:11]1[O:6][CH2:7][CH2:8][CH2:9][CH2:10]1.